Dataset: the Open Reaction Database (ORD), a public repository of structured organic reaction records. Task: describe an organic reaction: reactants, conditions, products, and yield The reactants are CC1CN(C(=O)OC(C)(C)C)CC2Cc3ccc(Br)nc3N12, CCOC(=O)c1cc2cccnc2n1C(C)CNC(=O)OC(C)(C)C. Yields the product CC1CNC(=O)c2cc3cccnc3n21. Reaction SMILES: [C:1]([O:2][C:3]([N:4]1[CH2:5][CH:6]([CH3:7])[N:8]2[CH:9]([CH2:10][c:11]3[c:12]2[n:13][c:14]([Br:15])[cH:16][cH:17]3)[CH2:18]1)=[O:19])([CH3:20])([CH3:21])[CH3:22].[CH2:23]([O:24][C:25]([c:28]1[cH:29][c:30]2[c:31]([n:32][cH:33][cH:34][cH:35]2)[n:36]1[CH:37]([CH2:38][NH:39][C:40]([O:26][C:27]([CH3:42])([CH3:43])[CH3:44])=[O:41])[CH3:47])=[O:45])[CH3:46]>>[c:28]12[cH:29][c:30]3[c:31]([n:32][cH:33][cH:34][cH:35]3)[n:36]1[CH:37]([CH3:47])[CH2:38][NH:39][C:40]2=[O:41]. Solvent: CO (methanol). Product: CN(C1CCC(CC1)OC1=NC=NC=2SC=3CC[C@@H](C3C12)CCC(=O)N)CC(N1CCCC1)=O (3-[(3S)-12-[(4-[methyl[2-oxo-2-(pyrrolidin-1-yl)ethyl]amino]cyclohexyl)oxy]-7-thia-9,11-diazatricyclo[6.4.0.0[2,6]]dodeca-1(8),2(6),9,11-tetraen-3-yl]propanamide). Reaction SMILES: [CH3:1][N:2]([CH2:26][C:27](=[O:33])[N:28]1[CH2:32][CH2:31][CH2:30][CH2:29]1)[CH:3]1[CH2:8][CH2:7][CH:6]([O:9][C:10]2[C:21]3[C:20]4[C@@H:19]([CH2:22][CH2:23][C:24]#[N:25])[CH2:18][CH2:17][C:16]=4[S:15][C:14]=3[N:13]=[CH:12][N:11]=2)[CH2:5][CH2:4]1.[OH:34][Li].O.OO>CO>[CH3:1][N:2]([CH2:26][C:27](=[O:33])[N:28]1[CH2:32][CH2:31][CH2:30][CH2:29]1)[CH:3]1[CH2:4][CH2:5][CH:6]([O:9][C:10]2[C:21]3[C:20]4[C@@H:19]([CH2:22][CH2:23][C:24]([NH2:25])=[O:34])[CH2:18][CH2:17][C:16]=4[S:15][C:14]=3[N:13]=[CH:12][N:11]=2)[CH2:7][CH2:8]1 |f:1.2|. The reactants are O[Li].O (LiOH.H2O), OO (H2O2), CN(C1CCC(CC1)OC1=NC=NC=2SC=3CC[C@@H](C3C12)CCC#N)CC(N1CCCC1)=O (3-[(3S)-12-[(4-[methyl[2-oxo-2-(pyrrolidin-1-yl)ethyl]amino]cyclohexyl)oxy]-7-thia-9,11-diazatricyclo[6.4.0.0[2,6]]dodeca-1(8),2(6),9,11-tetraen-3-yl]propanenitrile). Conditions: temperature 0 celsius, time 2 hour. Procedure details: A 25-mL round-bottom flask, purged and maintained with an inert atmosphere of nitrogen, was charged with a solution of 3-[(3S)-12-[(4-[methyl[2-oxo-2-(pyrrolidin-1-yl)ethyl]amino]cyclohexyl)oxy]-7-thia-9,11-diazatricyclo[6.4.0.0[2,6]]dodeca-1(8),2(6),9,11-tetraen-3-yl]propanenitrile (80 mg, 0.17 mmol, 1.00 equiv) in methanol (5 mL) and cooled to 0° C. Then LiOH.H2O (22 mg, 0.52 mmol, 3.00 equiv) and H2O2 (30%, 0.3 mL) were added at 0° C. and the resulting solution was stirred for 2 h at the same... Yield: 99.9%. Starting materials: CCOC(=O)c1cn2c(C)c(Br)ccc2n1, CC(=O)O, CCO, [Na+], [OH-]. Product: Cc1c(Br)ccc2nc(C(=O)O)cn12. Reaction SMILES: [Br:1][c:2]1[cH:3][cH:4][c:5]2[n:6]([c:7]1[CH3:8])[cH:9][c:10]([C:12](=[O:13])[O:14][CH2:15][CH3:16])[n:11]2.[CH3:19][C:20](=[O:21])[OH:22].[CH3:23][CH2:24][OH:25].[Na+:18].[OH-:17]>>[Br:1][c:2]1[cH:3][cH:4][c:5]2[n:6]([c:7]1[CH3:8])[cH:9][c:10]([C:12](=[O:13])[OH:14])[n:11]2. The reactants are CCCCCCCCCCCCn1nnc(C(Br)C(=O)O)n1, CC(C)c1cccc(C(C)C)c1N, C(=NC1CCCCC1)=NC1CCCCC1, ClCCl. Yields the product CCCCCCCCCCCCn1nnc(C(Br)C(=O)Nc2c(C(C)C)cccc2C(C)C)n1. As a reaction SMILES: [Br:1][CH:2]([C:3](=[O:4])[OH:5])[c:6]1[n:7][n:8][n:9]([CH2:11][CH2:12][CH2:13][CH2:14][CH2:15][CH2:16][CH2:17][CH2:18][CH2:19][CH2:20][CH2:21][CH3:22])[n:10]1.[CH:23]([CH3:24])([CH3:25])[c:26]1[c:27]([NH2:28])[c:29]([CH:33]([CH3:34])[CH3:35])[cH:30][cH:31][cH:32]1.[CH:36]1([N:37]=[C:38]=[N:39][CH:40]2[CH2:41][CH2:42][CH2:43][CH2:44][CH2:45]2)[CH2:46][CH2:47][CH2:48][CH2:49][CH2:50]1.[Cl:51][CH2:52][Cl:53]>>[Br:1][CH:2]([C:3](=[O:5])[NH:28][c:27]1[c:26]([CH:23]([CH3:24])[CH3:25])[cH:32][cH:31][cH:30][c:29]1[CH:33]([CH3:34])[CH3:35])[c:6]1[n:7][n:8][n:9]([CH2:11][CH2:12][CH2:13][CH2:14][CH2:15][CH2:16][CH2:17][CH2:18][CH2:19][CH2:20][CH2:21][CH3:22])[n:10]1. The reactants are resultant mixture, O (water), O.[OH-].[Li+] (lithium hydroxide monohydrate), [Si](C)(C)(C(C)(C)C)OC[C@@H](OC=1C=C(C(=O)OC)C=C(C1)OCC1=CC=CC=C1)C (Methyl 3-((1S)-2-{[tert-butyl(dimethyl)silyl]oxy}-1-methylethoxy)-5-[(phenylmethyl)oxy]benzoate), O (Water), C(CC(O)(C(=O)O)CC(=O)O)(=O)O (citric acid). The solvent is C1CCOC1 (THF). Conditions: temperature 45 celsius, time 2 hour. The product is C1(=CC=CC=C1)COC=1C=C(C(=O)O)C=C(C1)O[C@H](CO[Si](C)(C)C(C)(C)C)C (3-{(Phenylmethyl)oxy}-5-((1S)-2-{[tert-butyl(dimethyl)silyl]oxy}-1-methylethoxy)benzoic acid). The yield is 88.7%. Reaction SMILES: [Si:1]([O:8][CH2:9][C@H:10]([CH3:30])[O:11][C:12]1[CH:13]=[C:14]([CH:19]=[C:20]([O:22][CH2:23][C:24]2[CH:29]=[CH:28][CH:27]=[CH:26][CH:25]=2)[CH:21]=1)[C:15]([O:17]C)=[O:16])([C:4]([CH3:7])([CH3:6])[CH3:5])([CH3:3])[CH3:2].O.O.[OH-].[Li+].C(O)(=O)CC(CC(O)=O)(C(O)=O)O>C1COCC1>[C:24]1([CH2:23][O:22][C:20]2[CH:19]=[C:14]([CH:13]=[C:12]([O:11][C@@H:10]([CH3:30])[CH2:9][O:8][Si:1]([C:4]([CH3:7])([CH3:6])[CH3:5])([CH3:2])[CH3:3])[CH:21]=2)[C:15]([OH:17])=[O:16])[CH:29]=[CH:28][CH:27]=[CH:26][CH:25]=1 |f:2.3.4|. Procedure details: Methyl 3-((1S)-2-{[tert-butyl(dimethyl)silyl]oxy}-1-methylethoxy)-5-[(phenylmethyl)oxy]benzoate (3.0 g, 6.98 mmol) was dissolved in THF (50 mL) and water (10 mL) and lithium hydroxide monohydrate (586 mg, 13.95 mmol) added. The resultant mixture was heated with stirring at 45° C. for 2 hours, then at ambient temperature for 16 hours, and at 45° C. for a further 4 hours. Water (40 mL) was added and the solvent removed in vacuo. The resultant solution was acidified carefully with 1M citric acid (2...